Dataset: the Open Reaction Database (ORD), a public repository of structured organic reaction records. Task: describe an organic reaction: reactants, conditions, products, and yield The reactants are CN(C=1C=C(C=C(C1)N(C)C)C(CS(=O)(=O)C)=O)C (3',5'-bis(dimethylamino)-2-methylsulfonylacetophenone), [BH4-].[Na+] (sodium borohydride). The solvent is C(C)O (ethanol). The product is CN(C=1C=C(C(CS(=O)(=O)C)O)C=C(C1)N(C)C)C (3,5-bis(dimethylamino)- α -[(methylsulfonyl)-methyl]-benzyl alcohol). RXN SMILES: [CH3:1][N:2]([CH3:19])[C:3]1[CH:4]=[C:5]([C:12](=[O:18])[CH2:13][S:14]([CH3:17])(=[O:16])=[O:15])[CH:6]=[C:7]([N:9]([CH3:11])[CH3:10])[CH:8]=1.[BH4-].[Na+]>C(O)C>[CH3:1][N:2]([CH3:19])[C:3]1[CH:4]=[C:5]([CH:6]=[C:7]([N:9]([CH3:11])[CH3:10])[CH:8]=1)[CH:12]([OH:18])[CH2:13][S:14]([CH3:17])(=[O:16])=[O:15] |f:1.2|. Procedure: A suspension of 7.4 g. of 3',5'-bis(dimethylamino)-2-methylsulfonylacetophenone and 3.8 g. of sodium borohydride in 100 ml. of ethanol was stirred for 20 hours at 25° C. After the addition of 50 ml. of water, the alcohol was removed in vacuo and the remaining aqueous suspension extracted with 400 ml. of ethyl acetate. The ethyl acetate phases were washed with 50 ml. of water, dried over magnesium sulfate and evaporated to dryness in vacuo. Recrystallization of the residue from ethanol gave 3,5-b...